From a dataset of the Open Reaction Database (ORD), a public repository of structured organic reaction records. describe an organic reaction: reactants, conditions, products, and yield Product: BrC=1C=CC=2C=CC3=CC=C(C=C3C2C1)Cl (3-bromo-6-chlorophenanthrene). The reactants are O (water), BrC1=CC=C(C=C1)C=CC1=CC=C(C=C1)Cl (1-bromo-4-[2-(4-chlorophenyl)vinyl]benzene), C1C(C)O1 (propylene oxide), II (iodine). Reaction conditions: time 24 hour. Reaction SMILES: O.[Br:2][C:3]1[CH:8]=[CH:7][C:6]([CH:9]=[CH:10][C:11]2[CH:16]=[CH:15][C:14]([Cl:17])=[CH:13][CH:12]=2)=[CH:5][CH:4]=1.C1OC1C.II>C1COCC1.C1CCCCC1>[Br:2][C:3]1[CH:4]=[CH:5][C:6]2[CH:9]=[CH:10][C:11]3[C:12]([C:7]=2[CH:8]=1)=[CH:13][C:14]([Cl:17])=[CH:15][CH:16]=3. The solvent is C1CCOC1 (THF), C1CCCCC1 (cyclohexane). Yield: 100.9%. Reported procedure: A 2 L vessel equipped with a pyrex inner water-cooled jacket was charged with 5.16 g (17 mmol) of 1-bromo-4-[2-(4-chlorophenyl)vinyl]benzene from Step 1, 2 L of cyclohexane, 25 mL of THF, 25 mL of propylene oxide and 6.7 g (26 mmol) of iodine. The stirring solution was degassed by bubbling nitrogen and was exposed to UV light for 24 hrs by inserting a 450 W medium pressure mercury lamp in the inner. The reaction was quenched with 10% Na2S2O3 and aqueous layer was extracted with ethyl acetate. Co... Starting materials: CC1=C(C=NC(=C1)OCCCC1CCN(CC1)C)C=O (4-Methyl-6-[3-(1-methyl-piperidin-4-yl)-propoxy]-pyridine-3-Carbaldehyde), C(=O)(O)[O-].[Na+] (NaHCO3), OS(=O)(=O)O (H2SO4), ClC1=CC(=C(C(=C1)N)N)C (5-chloro-3-methyl-benzene-1,2-diamine), Na2S2O5, CC1=C(C=NC(=C1)OCCCC1CCN(CC1)C)C=O (4-methyl-6-[3-(1-methyl-piperidin-4-yl)-propoxy]-pyridine-3-carbaldehyde), CC1=CC(=NC=C1C#N)OCCCC1CCN(CC1)C (4-methyl-6-[3-(1-methyl-piperidin-4-yl)-propoxy]-nicotinonitrile), [H-].C(C(C)C)[Al+]CC(C)C (diisobutylaluminum hydride), C(=O)([O-])C(O)C(O)C(=O)[O-].[K+].[Na+] (sodium potassium tartrate). Solvent: CO (Methanol), C1(=CC=CC=C1)C (toluene), C1(=CC=CC=C1)C (toluene). Reaction conditions: time 2 hour. Product: ClC=1C=C(C2=C(NC(=N2)C=2C=NC(=CC2C)OCCCC2CCN(CC2)C)C1)C (6-Chloro-4-methyl-2-{4-methyl-6-[3-(1-methyl-piperidin-4-yl)-propoxy]-pyridin-3-yl}-1H-benzoimidazole). Yield: 30.0%. Reaction SMILES: [CH3:1][C:2]1[CH:7]=[C:6]([O:8][CH2:9][CH2:10][CH2:11][CH:12]2[CH2:17][CH2:16][N:15]([CH3:18])[CH2:14][CH2:13]2)[N:5]=[CH:4][C:3]=1[CH:19]=O.CC1C(C#N)=CN=C(OCCCC2CCN(C)CC2)C=1.[H-].C([Al+]CC(C)C)C(C)C.OS(O)(=O)=O.C([O-])(O)=O.[Na+].C(C(C(C([O-])=O)O)O)([O-])=O.[K+].[Na+].[Cl:73][C:74]1[CH:79]=[C:78]([NH2:80])[C:77]([NH2:81])=[C:76]([CH3:82])[CH:75]=1>C1(C)C=CC=CC=1.CO>[Cl:73][C:74]1[CH:75]=[C:76]([CH3:82])[C:77]2[N:81]=[C:19]([C:3]3[CH:4]=[N:5][C:6]([O:8][CH2:9][CH2:10][CH2:11][CH:12]4[CH2:17][CH2:16][N:15]([CH3:18])[CH2:14][CH2:13]4)=[CH:7][C:2]=3[CH3:1])[NH:80][C:78]=2[CH:79]=1 |f:2.3,5.6,7.8.9|. Reported procedure: 4-Methyl-6-[3-(1-methyl-piperidin-4-yl)-propoxy]-nicotinonitrile. To a stirred solution of 2,2,6,6-tetramethyl-piperidine (0.20 mL, 1.16 mmol, 1.5 equiv) in THF (3 mL) at −78° C. was added 2.5 M n-butyllithium in hexanes (0.46 mL, 1.16 mmol, 1.5 equiv). After 10 min, the reaction mixture was warmed to 0° C. for 45 min before re-cooling to −78° C. A solution of 6-[3-(1-methyl-piperidin-4-yl)-propoxy]-nicotinonitrile (200 mg, 0.77 mmol, 1.0 equiv) in THF (3 mL) was then added. After stirring for 1... The reactants are C(CCC)(=O)Cl (butanoyl chloride), product, Cl.Cl.CC1=C(C=CC(=C1)N)NC1=NCCC1 (2-[(2-Methyl-4-aminophenyl)amino]-1-pyrroline, dihydrochloride). Reported procedure: The title compound was prepared by the method of Example 21 using 30.5 mmole of butanoyl chloride and 1.0 g (3.8 mmole) of the product compound of Example 9. Structure assignment was supported by the nmr spectrum and by elemental analysis. The product is Cl.CC1=C(C=CC(=C1)NC(CCC)=O)NC1=NCCC1 (2-[(2-Methyl-4-(butanamido)phenyl)amino]-1-pyrroline, hydrochloride). As a reaction SMILES: [C:1]([Cl:6])(=[O:5])[CH2:2][CH2:3][CH3:4].Cl.Cl.[CH3:9][C:10]1[CH:15]=[C:14]([NH2:16])[CH:13]=[CH:12][C:11]=1[NH:17][C:18]1[CH2:22][CH2:21][CH2:20][N:19]=1>>[ClH:6].[CH3:9][C:10]1[CH:15]=[C:14]([NH:16][C:1](=[O:5])[CH2:2][CH2:3][CH3:4])[CH:13]=[CH:12][C:11]=1[NH:17][C:18]1[CH2:22][CH2:21][CH2:20][N:19]=1 |f:1.2.3,4.5|.